This data is from the Open Reaction Database (ORD), a public repository of structured organic reaction records. The task is: describe an organic reaction: reactants, conditions, products, and yield Starting materials: O=C(CBr)Nc1ccon1, CC#N, CCOCC, O=C(OC1CN2CCC1CC2)C1(c2cccc(F)c2)CCCCCC1. Yields the product [Br-], O=C(C[N+]12CCC(CC1)C(OC(=O)C1(c3cccc(F)c3)CCCCCC1)C2)Nc1ccon1. As a reaction SMILES: [Br:26][CH2:27][C:28](=[O:29])[NH:30][c:31]1[n:32][o:33][cH:34][cH:35]1.[CH3:36][C:37]#[N:38].[CH3:39][CH2:40][O:41][CH2:42][CH3:43].[N:1]12[CH2:2][CH:3]([O:9][C:10](=[O:11])[C:12]3([c:19]4[cH:20][c:21]([F:25])[cH:22][cH:23][cH:24]4)[CH2:13][CH2:14][CH2:15][CH2:16][CH2:17][CH2:18]3)[CH:4]([CH2:5][CH2:6]1)[CH2:7][CH2:8]2>>[Br-:26].[N+:1]12([CH2:27][C:28](=[O:29])[NH:30][c:31]3[n:32][o:33][cH:34][cH:35]3)[CH2:2][CH:3]([O:9][C:10](=[O:11])[C:12]3([c:19]4[cH:20][c:21]([F:25])[cH:22][cH:23][cH:24]4)[CH2:13][CH2:14][CH2:15][CH2:16][CH2:17][CH2:18]3)[CH:4]([CH2:5][CH2:6]1)[CH2:7][CH2:8]2. Reactants: ClC1=CC=C(C(=O)C=2C(=NSC2NC(OC(C)(C)C)=O)C)C=C1 (tert-butyl 4-(4-chlorobenzoyl)-3-methylisothiazol-5-ylcarbamate). Run in C(=O)(C(F)(F)F)O (TFA). The product is NC1=C(C(=NS1)C)C(=O)C1=CC=C(C=C1)Cl ((5-amino-3-methylisothiazol-4-yl)(4-chlorophenyl)methanone). Isolated yield 74.8%. As a reaction SMILES: [Cl:1][C:2]1[CH:23]=[CH:22][C:5]([C:6]([C:8]2[C:9]([CH3:21])=[N:10][S:11][C:12]=2[NH:13]C(=O)OC(C)(C)C)=[O:7])=[CH:4][CH:3]=1>C(O)(C(F)(F)F)=O>[NH2:13][C:12]1[S:11][N:10]=[C:9]([CH3:21])[C:8]=1[C:6]([C:5]1[CH:22]=[CH:23][C:2]([Cl:1])=[CH:3][CH:4]=1)=[O:7]. Procedure: To tert-butyl 4-(4-chlorobenzoyl)-3-methylisothiazol-5-ylcarbamate (2.80 g, 7.94 mmol) was added an excess of TFA (20 mL). After a period of 15 min at reflux, the reaction mixture was evaporated under reduced pressure to give (5-amino-3-methylisothiazol-4-yl)(4-chlorophenyl)methanone as a white solid (1.50 g). The reactants are Cl (hydrochloric acid), C(=O)NC1=NC(=NC=C1)C(C(=O)NC1[C@@H]2N(C(=C(CS2)C(C)SC2=NN=NN2)C(=O)O)C1=O)=NOC (7-[2-(4-formamidopyrimidin-2-yl)-2-methoxyiminoacetamido]-3-(1-methyl-1H-tetrazol-5-ylthiomethyl)-3-cephem-4-carboxylic acid). Solvent: CO (methanol). Run at time 5.5 hour. The product is NC1=NC(=NC=C1)C(C(=O)NC1[C@@H]2N(C(=C(CS2)C(C)SC2=NN=NN2)C(=O)O)C1=O)=NOC (7-[2-(4-aminopyrimidin-2-yl)-2-methoxyiminoacetamido]-3-(1-methyl-1H-tetrazol-5-ylthiomethyl)-3-cephem-4-carboxylic acid). The yield is 55.5%. Reaction SMILES: Cl.C([NH:4][C:5]1[CH:10]=[CH:9][N:8]=[C:7]([C:11](=[N:35][O:36][CH3:37])[C:12]([NH:14][CH:15]2[C:33](=[O:34])[N:17]3[C:18]([C:30]([OH:32])=[O:31])=[C:19]([CH:22]([S:24][C:25]4[NH:29][N:28]=[N:27][N:26]=4)[CH3:23])[CH2:20][S:21][C@H:16]23)=[O:13])[N:6]=1)=O>CO>[NH2:4][C:5]1[CH:10]=[CH:9][N:8]=[C:7]([C:11](=[N:35][O:36][CH3:37])[C:12]([NH:14][CH:15]2[C:33](=[O:34])[N:17]3[C:18]([C:30]([OH:32])=[O:31])=[C:19]([CH:22]([S:24][C:25]4[NH:26][N:27]=[N:28][N:29]=4)[CH3:23])[CH2:20][S:21][C@H:16]23)=[O:13])[N:6]=1. Procedure details: Conc. hydrochloric acid (0.36 ml) was added to a solution of 7-[2-(4-formamidopyrimidin-2-yl)-2-methoxyiminoacetamido]-3-(1-methyl-1H-tetrazol-5-ylthiomethyl)-3-cephem-4-carboxylic acid (1.9 g) in methanol (38 ml), and the mixture was stirred at ambient temperature for 5.5 hours. The reaction mixture was concentrated, and the concentrate was diluted with water and then washed with ethyl acetate. After the ethyl acetate in the aqueous solution was removed by distillation, the aqueous solution was...